describe an organic reaction: reactants, conditions, products, and yield From a dataset of the Open Reaction Database (ORD), a public repository of structured organic reaction records. Starting materials: [OH-].[Na+] (sodium hydroxide), COC1=CC(=C(C=C1OC)CC(=O)O)C(CC1=CC(=C(C=C1)OC)OC)=O (4,5-dimethoxy-2-[(3,4-dimethoxyphenyl)acetyl]phenylacetic acid), Cl.NO (hydroxylamine hydrochloride), C (charcoal). Solvent: O (water). Yields the product COC=1C=C(C=CC1OC)CC(=O)C1=C(C=C(C(=C1)OC)OC)CC(O)=NO (2-(3,4-dimethoxyphenylacetyl)-4,5-dimethoxyphenylacetic acid oxime). Reaction SMILES: [OH-:1].[Na+].[CH3:3][O:4][C:5]1[C:10]([O:11][CH3:12])=[CH:9][C:8]([CH2:13][C:14](O)=[O:15])=[C:7]([C:17](=[O:29])[CH2:18][C:19]2[CH:24]=[CH:23][C:22]([O:25][CH3:26])=[C:21]([O:27][CH3:28])[CH:20]=2)[CH:6]=1.Cl.[NH2:31]O.C>O>[CH3:28][O:27][C:21]1[CH:20]=[C:19]([CH2:18][C:17]([C:7]2[CH:6]=[C:5]([O:4][CH3:3])[C:10]([O:11][CH3:12])=[CH:9][C:8]=2[CH2:13][C:14](=[N:31][OH:1])[OH:15])=[O:29])[CH:24]=[CH:23][C:22]=1[O:25][CH3:26] |f:0.1,3.4|. Procedure: Aqueous sodium hydroxide (20 ml. of 5.15N) added to a suspension of 4,5-dimethoxy-2-[(3,4-dimethoxyphenyl)acetyl]phenylacetic acid (10.0 g., 0.0267 mole) and hydroxylamine hydrochloride (4.9 g., 0.07 mole) in 50 ml. of water provides a clear solution which is heated for 1 hr. at 90° C. The solution is stirred with decolorizing charcoal, filtered, acidified to a pH of 3 with concentrated hydrochloric acid, and then chilled to provide an amber gum which is separated by decanting the supernatent li... The reactants are Cc1ccccc1, Nc1cc(Cl)c(OC(F)(F)C(F)C(F)(F)F)c(Cl)c1, O=C=NC(=O)c1c(F)cccc1F. The product is O=C(NC(=O)c1c(F)cccc1F)Nc1cc(Cl)c(OC(F)(F)C(F)C(F)(F)F)c(Cl)c1. As a reaction SMILES: [CH3:33][c:34]1[cH:35][cH:36][cH:37][cH:38][cH:39]1.[Cl:1][c:2]1[cH:3][c:4]([NH2:5])[cH:6][c:7]([Cl:19])[c:8]1[O:9][C:10]([CH:11]([C:12]([F:13])([F:14])[F:15])[F:16])([F:17])[F:18].[F:20][c:21]1[c:22]([C:23](=[O:24])[N:25]=[C:26]=[O:27])[c:28]([F:32])[cH:29][cH:30][cH:31]1>>[Cl:1][c:2]1[cH:3][c:4]([NH:5][C:26]([NH:25][C:23]([c:22]2[c:21]([F:20])[cH:31][cH:30][cH:29][c:28]2[F:32])=[O:24])=[O:27])[cH:6][c:7]([Cl:19])[c:8]1[O:9][C:10]([CH:11]([C:12]([F:13])([F:14])[F:15])[F:16])([F:17])[F:18]. Starting materials: CC(C)(C)OC(=O)N1CCC2CN(c3cnc(Br)c(CO)c3)CC21, ClCCl, O=C(O)C(F)(F)F. Product: OCc1cc(N2CC3CCNC3C2)cnc1Br. As a reaction SMILES: [Br:1][c:2]1[c:3]([CH2:23][OH:24])[cH:4][c:5]([N:8]2[CH2:9][CH:10]3[N:11]([C:16]([O:17][C:18]([CH3:19])([CH3:20])[CH3:21])=[O:22])[CH2:12][CH2:13][CH:14]3[CH2:15]2)[cH:6][n:7]1.[Cl:32][CH2:33][Cl:34].[OH:25][C:26]([C:27]([F:28])([F:29])[F:30])=[O:31]>>[Br:1][c:2]1[c:3]([CH2:23][OH:24])[cH:4][c:5]([N:8]2[CH2:9][CH:10]3[NH:11][CH2:12][CH2:13][CH:14]3[CH2:15]2)[cH:6][n:7]1. The yield is 35.0%. Run in C(C)O (ethanol). Reactants: C(C1=CC=CC=C1)OC(=O)N1CC(CC1)(O)C(C)N (3-(1-aminoethyl)-3-hydroxypyrrolidine-1-carboxylic acid benzyl ester), C(C=1C(O)=CC=CC1)=O (salicylaldehyde). Procedure details: A solution of 3-(1-aminoethyl)-3-hydroxypyrrolidine-1-carboxylic acid benzyl ester (Example A10, 0.34 g, 0.93 mmol) and salicylaldehyde (0.147 g, 1.2 mmol) in dry ethanol (5 mL) is refluxed for 3 hours. After evaporation of the solvent, the residue is purified by column chromatography (30:70:0.01 ethyl acetate/hexanes/ammonium hydroxide) to afford the title compound (0.12 g). 1H NMR (200 MHz, CDCl3): δ 8.39 (s, 1H), 7.41–7.25 (m, 7H), 6.97–6.85 (m, 2H), 5.09 (s, 2H), 3.65–3.34 (m, 5H), 2.01–1.87... The product is C(C1=CC=CC=C1)OC(=O)N1CC(CC1)(C(C)N=CC1=C(C=CC=C1)O)O (3-Hydroxy-3-{1-[(2-hydroxybenzylidene)amino]ethyl}pyrrolidine-1-carboxylic acid benzyl ester). RXN SMILES: [CH2:1]([O:8][C:9]([N:11]1[CH2:15][CH2:14][C:13]([CH:17]([NH2:19])[CH3:18])([OH:16])[CH2:12]1)=[O:10])[C:2]1[CH:7]=[CH:6][CH:5]=[CH:4][CH:3]=1.[CH:20](=O)[C:21]1[C:22](=[CH:24][CH:25]=[CH:26][CH:27]=1)[OH:23]>C(O)C>[CH2:1]([O:8][C:9]([N:11]1[CH2:15][CH2:14][C:13]([OH:16])([CH:17]([N:19]=[CH:20][C:21]2[CH:27]=[CH:26][CH:25]=[CH:24][C:22]=2[OH:23])[CH3:18])[CH2:12]1)=[O:10])[C:2]1[CH:7]=[CH:6][CH:5]=[CH:4][CH:3]=1. Reactants: OBO, CCCCC(Oc1ccc(OCC(=O)OCC)c(C)c1)c1cccc(Br)c1, Clc1ccccc1. Product: CCCCC(Oc1ccc(OCC(=O)OCC)c(C)c1)c1cccc(-c2ccc(Cl)cc2)c1. RXN SMILES: [BH:28]([OH:29])[OH:30].[Br:1][c:2]1[cH:3][c:4]([CH:8]([CH2:9][CH2:10][CH2:11][CH3:12])[O:13][c:14]2[cH:15][c:16]([CH3:27])[c:17]([O:20][CH2:21][C:22](=[O:23])[O:24][CH2:25][CH3:26])[cH:18][cH:19]2)[cH:5][cH:6][cH:7]1.[Cl:31][c:32]1[cH:33][cH:34][cH:35][cH:36][cH:37]1>>[c:2]1(-[c:35]2[cH:34][cH:33][c:32]([Cl:31])[cH:37][cH:36]2)[cH:3][c:4]([CH:8]([CH2:9][CH2:10][CH2:11][CH3:12])[O:13][c:14]2[cH:15][c:16]([CH3:27])[c:17]([O:20][CH2:21][C:22](=[O:23])[O:24][CH2:25][CH3:26])[cH:18][cH:19]2)[cH:5][cH:6][cH:7]1. The reactants are N(=O)[O-].[Na+] (sodium nitrite), diazonium salt, C(C)(=O)[O-].[Na+] (sodium acetate), [N+](=O)([O-])CC(=O)OCC (ethyl nitroacetate), C(C)O (ethanol), NC1=CC(=C(C(=O)OC)C=C1)S(NC(C)(C)C)(=O)=O (methyl 4-amino-2-(N-tert-butylsulfamoyl)benzoate). Reaction SMILES: [NH2:1][C:2]1[CH:11]=[CH:10][C:5]([C:6]([O:8][CH3:9])=[O:7])=[C:4]([S:12](=[O:19])(=[O:18])[NH:13][C:14]([CH3:17])([CH3:16])[CH3:15])[CH:3]=1.[N:20]([O-:22])=[O:21].[Na+].[C:24]([O-:27])(=[O:26])C.[Na+].[N+:29]([CH2:32]C(OCC)=O)([O-])=O.[CH2:38](O)[CH3:39]>Cl.O>[C:14]([NH:13][S:12]([C:4]1[CH:3]=[C:2]([N:1]([C:24]([O:27][CH2:38][CH3:39])=[O:26])[N:29]=[CH:32][N+:20]([O-:22])=[O:21])[CH:11]=[CH:10][C:5]=1[C:6]([O:8][CH3:9])=[O:7])(=[O:19])=[O:18])([CH3:16])([CH3:15])[CH3:17] |f:1.2,3.4|. The solvent is O (water), O (water), Cl (HCl), O (water). Isolated yield 60.0%. Conditions: time 2 hour. Product: C(C)(C)(C)NS(=O)(=O)C1=C(C(=O)OC)C=CC(=C1)N(N=C[N+](=O)[O-])C(=O)OCC (methyl 2-(N-tert-butylsulfamoyl)-4-(ethoxycarbonylnitromethylenehydrazino)benzoate). Procedure details: 5.7 g (0.02 mol) of methyl 4-amino-2-(N-tert-butylsulfamoyl)benzoate are suspended in a mixture of 30 ml of conc. HCl and 36 ml of water. At 0-50° C., a solution of 1.5 g (0.022 mol) of sodium nitrite in 9 ml of water is added dropwise. The few undissolved components are filtered off cold, and the cold diazonium salt solution is slowly poured, at 5-10° C., into a mixture of 8.9 g (0.11 mol) of sodium acetate, 16 ml of water, 60 ml of ethanol and 2.7 g (0.02 mol) of ethyl nitroacetate. Stirring i... The reactants are N=C(NC(=O)OCc1ccccc1)c1ccc(-c2ncc(C(=O)O)cn2)cc1, O=C(CC1(O)CCNCC1)OCc1ccccc1, CN1CCOCC1, CN(C)C=O, Cl. The product is N=C(NC(=O)OCc1ccccc1)c1ccc(-c2ncc(C(=O)N3CCC(O)(CC(=O)OCc4ccccc4)CC3)cn2)cc1. As a reaction SMILES: [CH2:1]([c:2]1[cH:3][cH:4][cH:5][cH:6][cH:7]1)[O:8][C:9](=[O:10])[NH:11][C:12](=[NH:13])[c:14]1[cH:15][cH:16][c:17](-[c:20]2[n:21][cH:22][c:23]([C:26](=[O:27])[OH:28])[cH:24][n:25]2)[cH:18][cH:19]1.[CH2:30]([c:31]1[cH:32][cH:33][cH:34][cH:35][cH:36]1)[O:37][C:38](=[O:39])[CH2:40][C:41]1([OH:47])[CH2:42][CH2:43][NH:44][CH2:45][CH2:46]1.[CH3:48][N:49]1[CH2:50][CH2:51][O:52][CH2:53][CH2:54]1.[CH3:55][N:56]([CH3:57])[CH:58]=[O:59].[ClH:29]>>[CH2:1]([c:2]1[cH:3][cH:4][cH:5][cH:6][cH:7]1)[O:8][C:9](=[O:10])[NH:11][C:12](=[NH:13])[c:14]1[cH:15][cH:16][c:17](-[c:20]2[n:21][cH:22][c:23]([C:26](=[O:27])[N:44]3[CH2:43][CH2:42][C:41]([CH2:40][C:38]([O:37][CH2:30][c:31]4[cH:32][cH:33][cH:34][cH:35][cH:36]4)=[O:39])([OH:47])[CH2:46][CH2:45]3)[cH:24][n:25]2)[cH:18][cH:19]1.